The task is: describe an organic reaction: reactants, conditions, products, and yield. This data is from the Open Reaction Database (ORD), a public repository of structured organic reaction records. As a reaction SMILES: [NH2:1][C:2]1[N:17]=[CH:16][C:15](Br)=[CH:14][C:3]=1[C:4]([NH:6][C:7]1[CH:12]=[CH:11][N:10]=[CH:9][C:8]=1[CH3:13])=[O:5].[N:19]1([C:24]2[CH:29]=[CH:28][C:27](B(O)O)=[CH:26][CH:25]=2)[CH:23]=[CH:22][CH:21]=[N:20]1>>[NH2:1][C:2]1[N:17]=[CH:16][C:15]([C:27]2[CH:26]=[CH:25][C:24]([N:19]3[CH:23]=[CH:22][CH:21]=[N:20]3)=[CH:29][CH:28]=2)=[CH:14][C:3]=1[C:4]([NH:6][C:7]1[CH:12]=[CH:11][N:10]=[CH:9][C:8]=1[CH3:13])=[O:5]. Procedure details: Reaction of 2-amino-5-bromo-N-(3-methyl-pyridin-4-yl)-nicotinamide with [4-(1H-pyrazol-1-yl)phenyl]boronic acid gives the compound “A19”; Starting materials: NC1=C(C(=O)NC2=C(C=NC=C2)C)C=C(C=N1)Br (2-amino-5-bromo-N-(3-methyl-pyridin-4-yl)-nicotinamide), N1(N=CC=C1)C1=CC=C(C=C1)B(O)O ([4-(1H-pyrazol-1-yl)phenyl]boronic acid). Yields the product NC1=C(C(=O)NC2=C(C=NC=C2)C)C=C(C=N1)C1=CC=C(C=C1)N1N=CC=C1 (2-Amino-N-(3-methyl-pyridin-4-yl)-5-(4-pyrazol-1-yl-phenyl)-nicotinamide). Reactants: I.COC(CNC(=NN1CCN(CC1)C1=CC=C(C=C1)OC)SCC)OC (ethyl N-(2,2-dimethoxyethyl)-N'-[4-(4-methoxyphenyl)-1-piperazinyl]carbamimidothioate monohydroiodide), Cl (hydrochloric acid), [OH-].[Na+] (sodium hydroxide). Yields the product C(C)SC=1N(C=CN1)N1CCN(CC1)C1=CC=C(C=C1)OC (1-[2-(ethylthio)-1H-imidazol-1-yl]-4-(4-methoxyphenyl)piperazine). Isolated yield 100.0%. Reaction SMILES: I.CO[CH:4](OC)[CH2:5][NH:6][C:7]([S:23][CH2:24][CH3:25])=[N:8][N:9]1[CH2:14][CH2:13][N:12]([C:15]2[CH:20]=[CH:19][C:18]([O:21][CH3:22])=[CH:17][CH:16]=2)[CH2:11][CH2:10]1.Cl.[OH-].[Na+]>>[CH2:24]([S:23][C:7]1[N:8]([N:9]2[CH2:14][CH2:13][N:12]([C:15]3[CH:20]=[CH:19][C:18]([O:21][CH3:22])=[CH:17][CH:16]=3)[CH2:11][CH2:10]2)[CH:4]=[CH:5][N:6]=1)[CH3:25] |f:0.1,3.4|. Procedure details: A mixture of 9 parts of ethyl N-(2,2-dimethoxyethyl)-N'-[4-(4-methoxyphenyl)-1-piperazinyl]carbamimidothioate monohydroiodide and 100 parts of a hydrochloric acid solution 6N is stirred and refluxed for 1 hour. The reaction mixture is cooled and adjusted to pH 10 with a sodium hydroxide solution 50%. The product is extracted with dichloromethane. The extract is dried, filtered and evaporated. The residue is crystallized from 1,1'-oxybisbutane (activated charcoal), yielding 6 parts (100%) of 1-[2... Reactants: FC1=C(C(=O)NC)C=CC(=C1)C1=NC=CN=C1C1CCNCC1 (2-fluoro-N-methyl-4-(3-(piperidin-4-yl)pyrazin-2-yl)benzamide), ClC1=NC2=CC=C(C=C2C=C1)F (2-chloro-6-fluoroquinoline), CS(=O)C (DMSO), C([O-])([O-])=O.[K+].[K+] (potassium carbonate), CS(=O)C (DMSO). Solvent: C(C)OCC (diethyl ether), O (water). Reaction conditions: temperature 100 celsius, time 72 hour. Yields the product FC1=C(C(=O)NC)C=CC(=C1)C1=NC=CN=C1C1CCN(CC1)C1=NC2=CC=C(C=C2C=C1)F (2-fluoro-4-(3-(1-(6-fluoroquinolin-2-yl)piperidin-4-yl)pyrazin-2-yl)-N-methylbenzamide). The yield is 39.8%. Reaction SMILES: [F:1][C:2]1[CH:11]=[C:10]([C:12]2[C:17]([CH:18]3[CH2:23][CH2:22][NH:21][CH2:20][CH2:19]3)=[N:16][CH:15]=[CH:14][N:13]=2)[CH:9]=[CH:8][C:3]=1[C:4]([NH:6][CH3:7])=[O:5].Cl[C:25]1[CH:34]=[CH:33][C:32]2[C:27](=[CH:28][CH:29]=[C:30]([F:35])[CH:31]=2)[N:26]=1.CS(C)=O.C(=O)([O-])[O-].[K+].[K+]>O.C(OCC)C>[F:1][C:2]1[CH:11]=[C:10]([C:12]2[C:17]([CH:18]3[CH2:23][CH2:22][N:21]([C:25]4[CH:34]=[CH:33][C:32]5[C:27](=[CH:28][CH:29]=[C:30]([F:35])[CH:31]=5)[N:26]=4)[CH2:20][CH2:19]3)=[N:16][CH:15]=[CH:14][N:13]=2)[CH:9]=[CH:8][C:3]=1[C:4]([NH:6][CH3:7])=[O:5] |f:3.4.5|. Procedure: To a solution of 2-fluoro-N-methyl-4-(3-(piperidin-4-yl)pyrazin-2-yl)benzamide (155 mg, 0.493 mmol, prepared according to Step 2 of Example 1), 2-chloro-6-fluoroquinoline (108 mg, 0.595 mmol, Combi-blocks), and DMSO (2 mL) was added potassium carbonate (240 mg, 1.737 mmol). The solution was stirred at 100° C. After 72 h, the reaction was allowed to cool to room temperature and diluted with water (50 mL). After stirring for 30 min, the solution was filtered and the filtered solid adsorbed onto a ... The reactants are CC(C)(C)c1cccc(N)c1, Cl, Cl, O=N[O-], [Na+], O. The product is CC(C)(C)c1cccc(NN)c1. As a reaction SMILES: [C:2]([CH3:3])([CH3:4])([CH3:5])[c:6]1[cH:7][c:8]([NH2:9])[cH:10][cH:11][cH:12]1.[ClH:17].[ClH:1].[N:13]([O-:14])=[O:15].[Na+:16].[OH2:18]>>[C:2]([CH3:3])([CH3:4])([CH3:5])[c:6]1[cH:7][c:8]([NH:9][NH2:13])[cH:10][cH:11][cH:12]1.